From a dataset of the Open Reaction Database (ORD), a public repository of structured organic reaction records. describe an organic reaction: reactants, conditions, products, and yield The reactants are C(C)(=O)OC1=C(C(=C(C=C1C(C)(C)C)OC)CC(=O)C)C(C)(C)C (4-acetoxy-2-acetonyl-3,5-di-tert-butylanisole), O1CCCC1 (tetrahydrofuran), [Cl-].[NH4+] (ammonium chloride), BrCCC1OCCCO1 (2-(2-bromoethyl)-1,3-dioxane), [Mg] (magnesium), O1CCCC1 (tetrahydrofuran), Grignard reagent. Conditions: time 3 hour. Product: C(C)(=O)OC1=C(C(=C(C=C1C(C)(C)C)OC)CC(CCC1OCCO1)(C)O)C(C)(C)C (4-acetoxy-2-[4-(1,3-dioxa-2-cyclopentyl)-2-hydroxy-2-methylbutyl]-3,5-di-tert-butylanisole). Isolated yield 69.0%. RXN SMILES: BrC[CH2:3][CH:4]1[O:9][CH2:8][CH2:7]C[O:5]1.[Mg].[C:11]([O:14][C:15]1[C:20]([C:21]([CH3:24])([CH3:23])[CH3:22])=[CH:19][C:18]([O:25][CH3:26])=[C:17]([CH2:27][C:28]([CH3:30])=[O:29])[C:16]=1[C:31]([CH3:34])([CH3:33])[CH3:32])(=[O:13])[CH3:12].[Cl-].[NH4+].O1CCC[CH2:38]1>>[C:11]([O:14][C:15]1[C:20]([C:21]([CH3:24])([CH3:22])[CH3:23])=[CH:19][C:18]([O:25][CH3:26])=[C:17]([CH2:27][C:28]([OH:29])([CH3:38])[CH2:30][CH2:3][CH:4]2[O:5][CH2:7][CH2:8][O:9]2)[C:16]=1[C:31]([CH3:34])([CH3:33])[CH3:32])(=[O:13])[CH3:12] |f:3.4|. Procedure details: A solution of 2-(2-bromoethyl)-1,3-dioxane (50 g) in tetrahydrofuran (200 ml) was added to magnesium (6.6 g) under a nitrogen atmosphere to prepare a Grignard reagent. A solution of 4-acetoxy-2-acetonyl-3,5-di-tert-butylanisole in tetrahydrofuran (200 ml) was added dropwise to the reagent. After stirring the mixture at room temperature for 3 h, a saturated aqueous solution of ammonium chloride was added and the resulting mixture was subjected to extraction with ethyl acetate. The organic layer w... The reactants are Cl, CCc1c([N+](=O)[O-])ccc2c1C(=O)C(=O)N2, [Na+], [OH-], OO. Yields the product CCc1c([N+](=O)[O-])ccc(N)c1C(=O)O. RXN SMILES: [ClH:19].[N+:1](=[O:2])([O-:3])[c:4]1[c:5]([CH2:15][CH3:16])[c:6]2[c:10]([cH:11][cH:12]1)[NH:9][C:8](=[O:13])[C:7]2=[O:14].[Na+:21].[OH-:20].[OH:17][OH:18]>>[N+:1](=[O:2])([O-:3])[c:4]1[c:5]([CH2:15][CH3:16])[c:6]([C:7]([OH:14])=[O:17])[c:10]([NH2:9])[cH:11][cH:12]1. Starting materials: CN=C=S, ClCCl, Nc1ccccc1N1CCCC1. Yields the product CNC(=S)Nc1ccccc1N1CCCC1. As a reaction SMILES: [CH3:13][N:14]=[C:15]=[S:16].[Cl:17][CH2:18][Cl:19].[NH2:1][c:2]1[c:3]([N:8]2[CH2:9][CH2:10][CH2:11][CH2:12]2)[cH:4][cH:5][cH:6][cH:7]1>>[NH:1]([c:2]1[c:3]([N:8]2[CH2:9][CH2:10][CH2:11][CH2:12]2)[cH:4][cH:5][cH:6][cH:7]1)[C:15]([NH:14][CH3:13])=[S:16]. Procedure details: 1-Hydroxybenzotriazole (HOBT, 13.82 g, 102.3 mmol), N-ethyldiisopropyl amine (Hunig's base, 13.22 g, 102.3 mmol) and ammonium carbonate (27.0 g, 279.0 mmol) were added to a solution of (3-bromophenyl)acetic acid (20.0 g, 93.0 mmol) in freshly dried and distilled tetrahydrofuran (80 mL) under a nitrogen atmosphere. The reaction mixture was stirred at room temperature for about 5 minutes and then cooled to 0° C. and stirred at the same temperature for about 1 hour. 1-(3-Dimethylaminopropyl)-3-ethy... Run at time 5 minute. Yields the product BrC=1C=C(C=CC1)CC(=O)N (2-(3-bromophenyl)acetamide). RXN SMILES: O[N:2]1C2C=CC=CC=2N=N1.C(N(C(C)C)C(C)C)C.C(=O)([O-])[O-].[NH4+].[NH4+].[Br:26][C:27]1[CH:28]=[C:29]([CH2:33][C:34]([OH:36])=O)[CH:30]=[CH:31][CH:32]=1.Cl.CN(C)CCCN=C=NCC>>[Br:26][C:27]1[CH:28]=[C:29]([CH2:33][C:34]([NH2:2])=[O:36])[CH:30]=[CH:31][CH:32]=1 |f:2.3.4,6.7|. Starting materials: ON1N=NC2=C1C=CC=C2 (1-Hydroxybenzotriazole), C(C)N(C(C)C)C(C)C (N-ethyldiisopropyl amine), C([O-])([O-])=O.[NH4+].[NH4+] (ammonium carbonate), BrC=1C=C(C=CC1)CC(=O)O ((3-bromophenyl)acetic acid), Cl.CN(CCCN=C=NCC)C (1-(3-Dimethylaminopropyl)-3-ethylcarbodiimide hydrochloride). The reactants are OC=1C=C(C=CC1O)CC(=O)O (3,4-dihydroxyphenylacetic acid), S(O)(O)(=O)=O (sulphuric acid), CO (methanol). Product: OC=1C=C(C=CC1O)CC(=O)OC (Methyl (3,4-dihydroxyphenyl)acetate). RXN SMILES: [OH:1][C:2]1[CH:3]=[C:4]([CH2:9][C:10]([OH:12])=[O:11])[CH:5]=[CH:6][C:7]=1[OH:8].S(=O)(=O)(O)O.[CH3:18]O>>[OH:1][C:2]1[CH:3]=[C:4]([CH2:9][C:10]([O:12][CH3:18])=[O:11])[CH:5]=[CH:6][C:7]=1[OH:8]. Procedure details: A mixture of 3,4-dihydroxyphenylacetic acid (10.0 g) and concentrated sulphuric acid (0.5 ml ) in methanol (70 ml) was heated under reflux for 16 hours. The mixture was concentrated, water was added and the mixture was neutralised to pH7 using sodium carbonate. The cloudy solution obtained was extracted with dichloromethane (200 ml), dried (Na2SO4) and evaporated to give a yellow gum (7.64 g). LRMS m/z=183(m+1)+. Starting materials: FC(S(=O)(=O)OC1=CC=C(C=C1)C1=CC=2C(=NC=CN2)N1)(F)F (6-(4-trifluoromethanesulfonyloxyphenyl)-5H-pyrrolo[2,3-b]pyrazine), O1CCOCC1 (dioxane), O1C(=CC=C1)B(O)O (furan-2-boronic acid), C([O-])([O-])=O.[Na+].[Na+] (sodium carbonate), tetrakis(triphenylphosphine)palladium[0]. The solvent is CO (methanol), C(C)(=O)OCC (ethyl acetate). Run at temperature 180 celsius. Product: O1C(=CC=C1)C1=CC=C(C=C1)C1=CC=2C(=NC=CN2)N1 (6-(4-(Furan-2-yl)phenyl)-5H-pyrrolo[2,3-b]pyrazine). As a reaction SMILES: FC(F)(F)S(O[C:7]1[CH:12]=[CH:11][C:10]([C:13]2[NH:21][C:16]3=[N:17][CH:18]=[CH:19][N:20]=[C:15]3[CH:14]=2)=[CH:9][CH:8]=1)(=O)=O.[O:24]1[CH2:29][CH2:28]O[CH2:26][CH2:25]1.O1C=CC=C1B(O)O.C(=O)([O-])[O-].[Na+].[Na+]>CO.C(OCC)(=O)C>[O:24]1[CH:29]=[CH:28][CH:26]=[C:25]1[C:7]1[CH:12]=[CH:11][C:10]([C:13]2[NH:21][C:16]3=[N:17][CH:18]=[CH:19][N:20]=[C:15]3[CH:14]=2)=[CH:9][CH:8]=1 |f:3.4.5|. Procedure details: A mixture of 6-(4-trifluoromethanesulfonyloxyphenyl)-5H-pyrrolo[2,3-b]pyrazine [20 mg, Reference Example 18(e)], dioxane (2.5 mL), furan-2-boronic acid (9.8 mg), sodium carbonate solution (0.06 mL, 2N), and tetrakis(triphenylphosphine)palladium[0] (4 mg) was heated at 180° C. in a microwave oven for 40 minutes. The reaction mixture was then evaporated and the residue was subjected to chromatography on silica eluting with a mixture of ethyl acetate and pentane (1:1, v/v) to give, after trituratio... Reactants: C1CCOC1, CO, Cl, COC(=O)c1ccc(C2=CC(=C3C(=O)Nc4cc(F)ccc43)OC2(C)C)cc1, [Na+], [OH-], O. Product: CC1(C)OC(=C2C(=O)Nc3cc(F)ccc32)C=C1c1ccc(C(=O)O)cc1. Reaction SMILES: [CH2:31]1[O:32][CH2:33][CH2:34][CH2:35]1.[CH3:38][OH:39].[ClH:36].[F:1][c:2]1[cH:3][cH:4][c:5]2[c:9]([cH:10]1)[NH:8][C:7](=[O:11])[C:6]2=[C:12]1[CH:13]=[C:14]([c:19]2[cH:20][cH:21][c:22]([C:23](=[O:24])[O:25][CH3:26])[cH:27][cH:28]2)[C:15]([CH3:17])([CH3:18])[O:16]1.[Na+:30].[OH-:29].[OH2:37]>>[F:1][c:2]1[cH:3][cH:4][c:5]2[c:9]([cH:10]1)[NH:8][C:7](=[O:11])[C:6]2=[C:12]1[CH:13]=[C:14]([c:19]2[cH:20][cH:21][c:22]([C:23](=[O:24])[OH:25])[cH:27][cH:28]2)[C:15]([CH3:17])([CH3:18])[O:16]1. The reactants are C[O-], CO, FC(F)(F)c1ccc(Br)cc1, [Na+], O. Product: COc1ccc(C(F)(F)F)cc1. Reaction SMILES: [CH3:12][O-:13].[CH3:15][OH:16].[F:1][C:2]([c:3]1[cH:4][cH:5][c:6]([Br:9])[cH:7][cH:8]1)([F:10])[F:11].[Na+:14].[OH2:17]>>[F:1][C:2]([c:3]1[cH:4][cH:5][c:6]([O:13][CH3:12])[cH:7][cH:8]1)([F:10])[F:11]. The product is O=Cc1ccc(Br)cc1. Starting materials: Brc1ccc(Br)cc1, CCCC[Mg+], [Li]CCCC, CN(C)C=O, CCCCCC, CC(=O)O, Cc1ccccc1, [Cl-], C1CCOC1. Reaction SMILES: [Br:12][c:13]1[cH:14][cH:15][c:16]([Br:17])[cH:18][cH:19]1.[CH2:2]([Mg+:3])[CH2:4][CH2:5][CH3:6].[CH2:7]([Li:8])[CH2:9][CH2:10][CH3:11].[CH3:20][N:21]([CH:22]=[O:23])[CH3:24].[CH3:30][CH2:31][CH2:32][CH2:33][CH2:34][CH3:35].[CH3:36][C:37](=[O:38])[OH:39].[CH3:40][c:41]1[cH:42][cH:43][cH:44][cH:45][cH:46]1.[Cl-:1].[O:25]1[CH2:26][CH2:27][CH2:28][CH2:29]1>>[c:13]1([CH:22]=[O:23])[cH:14][cH:15][c:16]([Br:17])[cH:18][cH:19]1. Reactants: [Sn](Cl)Cl (tin(II) chloride), CC1=CC=C(C=C1)C1=C(N=C(N1)C1=CC=C(C=C1)[N+](=O)[O-])C(=O)NC=1SC=CN1 (5-(4-methylphenyl)-2-(4-nitrophenyl)-N-(2-thiazolyl)imidazole-4-carboxamide), C([O-])([O-])=O.[K+].[K+] (potassium carbonate), O (Water). Yield: 68.7%. Procedure details: 5-(4-Methylphenyl)-2-(4-nitrophenyl)-N-(2-thiazolyl)-imidazole-4-carboxamide (0.44 g) obtained in Example 19 was suspended in methanol and ice-cooled. To the suspension was added a solution of tin(II) chloride 6 hydrate (1.0 g) in 6 M hydrochloric acid solution (10 ml) and the mixture was refluxed under heating for 2.5 hr. Water was added and the mixture was neutralized with potassium carbonate and extracted with ethyl acetate. The organic layer was washed with water and, after drying, the solve... Product: NC1=CC=C(C=C1)C=1NC(=C(N1)C(=O)NC=1SC=CN1)C1=CC=C(C=C1)C (2-(4-aminophenyl)-5-(4-methylphenyl)-N-(2-thiazolyl)imidazole-4-carboxamide). The solvent is Cl (hydrochloric acid), CO (methanol). Reaction SMILES: [CH3:1][C:2]1[CH:7]=[CH:6][C:5]([C:8]2[NH:12][C:11]([C:13]3[CH:18]=[CH:17][C:16]([N+:19]([O-])=O)=[CH:15][CH:14]=3)=[N:10][C:9]=2[C:22]([NH:24][C:25]2[S:26][CH:27]=[CH:28][N:29]=2)=[O:23])=[CH:4][CH:3]=1.[Sn](Cl)Cl.O.C(=O)([O-])[O-].[K+].[K+]>CO.Cl>[NH2:19][C:16]1[CH:17]=[CH:18][C:13]([C:11]2[NH:12][C:8]([C:5]3[CH:4]=[CH:3][C:2]([CH3:1])=[CH:7][CH:6]=3)=[C:9]([C:22]([NH:24][C:25]3[S:26][CH:27]=[CH:28][N:29]=3)=[O:23])[N:10]=2)=[CH:14][CH:15]=1 |f:3.4.5|.